Dataset: the Open Reaction Database (ORD), a public repository of structured organic reaction records. Task: describe an organic reaction: reactants, conditions, products, and yield Starting materials: CC=1SC2=C(N1)CCC(C2=O)=CN2CCOCC2 (2-methyl-6-morpholin-4-ylmethylene-5,6-dihydro-4H-benzothiazol-7-one), [N+](=O)(O)[O-].N1(CCOCC1)C1=CC=C(C=C1)NC(=N)N (N-(4-morpholin-4-yl-phenyl)-guanidine nitrate), [OH-].[Na+] (NaOH). Run in COCCO (2-methoxyethanol). Product: CC=1SC2=C(CCC=3C=NC(=NC23)NC2=CC=C(C=C2)N2CCOCC2)N1 ((2-Methyl-4,5-dihydro-thiazolo[4,5-h]quinazolin-8-yl)-(4-morpholin-4-yl-phenyl)-amine). The yield is 2.1%. RXN SMILES: [CH3:1][C:2]1[S:3][C:4]2[C:10](=O)[C:9](=[CH:12]N3CCOCC3)[CH2:8][CH2:7][C:5]=2[N:6]=1.[N+]([O-])(O)=O.[N:23]1([C:29]2[CH:34]=[CH:33][C:32]([NH:35][C:36]([NH2:38])=[NH:37])=[CH:31][CH:30]=2)[CH2:28][CH2:27][O:26][CH2:25][CH2:24]1.[OH-].[Na+]>COCCO>[CH3:1][C:2]1[S:3][C:4]2[C:10]3[N:38]=[C:36]([NH:35][C:32]4[CH:31]=[CH:30][C:29]([N:23]5[CH2:28][CH2:27][O:26][CH2:25][CH2:24]5)=[CH:34][CH:33]=4)[N:37]=[CH:12][C:9]=3[CH2:8][CH2:7][C:5]=2[N:6]=1 |f:1.2,3.4|. Reported procedure: A mixture of 2-methyl-6-morpholin-4-ylmethylene-5,6-dihydro-4H-benzothiazol-7-one (200 mg, 7.6 mmol), N-(4-morpholin-4-yl-phenyl)-guanidine nitrate (215 mg, 7.6 mmol), NaOH (30 mg, 7.6 mmol), and 2-methoxyethanol (2 mL) was heated under reflux for 20 h. The reaction mixture was concentrated under vacuum. Flash column chromatography (5% MeOH:CH2Cl2), followed by crystallisation from EtOAc gave the pure title product as dark orange crystals (60 mg, 21%): mp 236-237° C. Anal. RP-HPLC: tR 13.4 min (... Starting materials: C(C)(=O)N (acetamide), NC(=O)N (urea), [S-]C#N.[NH4+] (NH4SCN). Conditions: temperature 30 celsius, time 10 hour. Yields the product C(C)(=O)N.NC(=O)N.[S-]C#N.[NH4+] (acetamide urea NH4SCN). Isolated yield 130.0%. Reaction SMILES: [C:1]([NH2:4])(=[O:3])[CH3:2].[NH2:5][C:6]([NH2:8])=[O:7].[S-:9][C:10]#[N:11].[NH4+:12]>>[C:1]([NH2:4])(=[O:3])[CH3:2].[NH2:5][C:6]([NH2:8])=[O:7].[S-:9][C:10]#[N:11].[NH4+:12] |f:2.3,4.5.6.7|. Reported procedure: To a round-bottom flask, 3.6 g of purified acetamide, 3.6 g of urea and 3 g of NH4SCN (ammonium thiocyanate) were introduced. The mixture was agitated gradually under nitrogen atmosphere at 30° C. for 10 hours to obtain 10 g of acetamide-urea-NH4SCN eutectic mixture. Starting materials: CON(C(=O)C=1N=CN(C1)C1=CC(=CC=C1)C=1C(=NC=CC1)Cl)C (1-[3-(2-Chloro-pyridin-3-yl)-phenyl]-1H-imidazole-4-carboxylic acid methoxy-methyl-amide), S1C=NC=C1 (thiazole). Product: ClC1=NC=CC=C1C=1C=C(C=CC1)N1C=NC(=C1)C(=O)C=1SC=CN1 ({1-[3-(2-Chloro-pyridin-3-yl)-phenyl]-1H-imidazol-4-yl}-thiazol-2-yl-methanone). As a reaction SMILES: CON(C)[C:4]([C:6]1[N:7]=[CH:8][N:9]([C:11]2[CH:16]=[CH:15][CH:14]=[C:13]([C:17]3[C:18]([Cl:23])=[N:19][CH:20]=[CH:21][CH:22]=3)[CH:12]=2)[CH:10]=1)=[O:5].[S:25]1[CH:29]=[CH:28][N:27]=[CH:26]1>>[Cl:23][C:18]1[C:17]([C:13]2[CH:12]=[C:11]([N:9]3[CH:10]=[C:6]([C:4]([C:26]4[S:25][CH:29]=[CH:28][N:27]=4)=[O:5])[N:7]=[CH:8]3)[CH:16]=[CH:15][CH:14]=2)=[CH:22][CH:21]=[CH:20][N:19]=1. Procedure details: This compound is prepared by method C using compound 12l and thiazole Starting materials: COC1=CC(=CC=C1)N (m-anisidine), [N+](=O)([O-])C1=CC=C(C(=O)O)C=C1 (4-nitrobenzoic acid). Product: [N+](=O)([O-])C1=CC=C(C(=O)NC2=CC(=CC=C2)OC)C=C1 (4-Nitro-N-(3-methoxyphenyl)benzamide). Isolated yield 93.0%. RXN SMILES: [CH3:1][O:2][C:3]1[CH:8]=[CH:7][CH:6]=[C:5]([NH2:9])[CH:4]=1.[N+:10]([C:13]1[CH:21]=[CH:20][C:16]([C:17](O)=[O:18])=[CH:15][CH:14]=1)([O-:12])=[O:11]>>[N+:10]([C:13]1[CH:14]=[CH:15][C:16]([C:17]([NH:9][C:5]2[CH:6]=[CH:7][CH:8]=[C:3]([O:2][CH3:1])[CH:4]=2)=[O:18])=[CH:20][CH:21]=1)([O-:12])=[O:11]. Procedure: Using m-anisidine (2.50 g, 15.0 mmol) and 4-nitrobenzoic acid (2.03 g, 16.5 mmol), the procedure of Reference Example 16 was repeated to obtain 3.80 g (93.2%) of the title compound in the form of light yellow needle crystals. Starting materials: COC(=O)C1=NC=C2C=CC(N(C2=C1O)CC1=CC=CC=C1)=O (1-benzyl-8-hydroxy-2-oxo-1,2-dihydro-[1,6]naphthyridine-7-carboxylic acid methyl ester), OC(=O)C(F)(F)F.NCC(C(=O)O)(C)C (3-amino-2,2-dimethyl-propionic acid TFA salt), C[O-].[Na+] (NaOMe). Run in CCO (EtOH), C(=O)(O)[O-].[Na+] (NaHCO3). Reaction conditions: temperature 150 celsius. Product: C(C1=CC=CC=C1)N1C(C=CC2=CN=C(C(=C12)O)C(=O)NCC(C(=O)O)(C)C)=O (3-[(1-Benzyl-8-hydroxy-2-oxo-1,2-dihydro-[1,6]naphthyridine-7-carbonyl)-amino]-2,2-dimethyl-propionic acid). Isolated yield 27.8%. RXN SMILES: CO[C:3]([C:5]1[C:14]([OH:15])=[C:13]2[C:8]([CH:9]=[CH:10][C:11](=[O:23])[N:12]2[CH2:16][C:17]2[CH:22]=[CH:21][CH:20]=[CH:19][CH:18]=2)=[CH:7][N:6]=1)=[O:4].OC(C(F)(F)F)=O.[NH2:31][CH2:32][C:33]([CH3:38])([CH3:37])[C:34]([OH:36])=[O:35].C[O-].[Na+]>CCO.C([O-])(O)=O.[Na+]>[CH2:16]([N:12]1[C:13]2[C:8](=[CH:7][N:6]=[C:5]([C:3]([NH:31][CH2:32][C:33]([CH3:38])([CH3:37])[C:34]([OH:36])=[O:35])=[O:4])[C:14]=2[OH:15])[CH:9]=[CH:10][C:11]1=[O:23])[C:17]1[CH:18]=[CH:19][CH:20]=[CH:21][CH:22]=1 |f:1.2,3.4,6.7|. Procedure details: A mixture of 1-benzyl-8-hydroxy-2-oxo-1,2-dihydro-[1,6]naphthyridine-7-carboxylic acid methyl ester (19 mg, 0.061 mmol), 3-amino-2,2-dimethyl-propionic acid TFA salt (71 mg, 0.31 mmol) and NaOMe (33 mg, 0.61 mmol) in 2 mL of EtOH was heated at 150° C. in a microwave reactor for 6 h. Solvent was evaporated in vacuo, and the residue was partitioned between water and EtOAc. 1 M was added with vigorous stirring until pH about 1. The organic layer was dried over MgSO4 and concentrated in vacuo. The c... The reactants are mixed solvent, C1(=CC=CC=C1)N1CC2=CC=CC=C2CC1 (N-phenyl-1,2,3,4-tetrahydroisoquinoline), RuCl3-nH2O, [C-]#N.[Na+] (sodium cyanide), C([O-])(O)=O.[Na+] (sodium bicarbonate), O=O (oxygen), O=O (oxygen), O=O (oxygen). Solvent: CO.C(C)(=O)O (methanol acetic acid). Run at temperature 60 celsius, time 4 hour. Product: C(#N)C1N(CCC2=CC=CC=C12)C1=CC=CC=C1 (1-cyano-N-phenyl-1,2,3,4-tetrahydroisoquinoline). RXN SMILES: [C:1]1([N:7]2[CH2:16][CH2:15][C:14]3[C:9](=[CH:10][CH:11]=[CH:12][CH:13]=3)[CH2:8]2)[CH:6]=[CH:5][CH:4]=[CH:3][CH:2]=1.[C-:17]#[N:18].[Na+].O=O.C(=O)(O)[O-].[Na+]>CO.C(O)(=O)C>[C:17]([CH:8]1[C:9]2[C:14](=[CH:13][CH:12]=[CH:11][CH:10]=2)[CH2:15][CH2:16][N:7]1[C:1]1[CH:2]=[CH:3][CH:4]=[CH:5][CH:6]=1)#[N:18] |f:1.2,4.5,6.7|. Procedure details: N-phenyl-1,2,3,4-tetrahydroisoquinoline (1 mmol), RuCl3-nH2O (0.05 mmol) and sodium cyanide (1.2 mmol) were charged into a 25-ml side-arm flask, the interior of the reacting container was replaced by oxygen, and an oxygen balloon was attached to supply oxygen at 1 atm. Then, 1.7 ml of a mixed solvent of methanol-acetic acid (volume ratio 3/1) was added thereto at room temperature. Reaction was effected by stirring the mixed liquid at 60° C. for 4 hours. After the reaction mixture liquid was made... Reactants: [Br-], [Br-], [Br-], COc1ccccc1C(C)(C)C, ClCCl, O, c1cc[nH+]cc1, c1cc[nH+]cc1, c1cc[nH+]cc1. Yields the product COc1ccc(Br)cc1C(C)(C)C. Reaction SMILES: [Br-:13].[Br-:14].[Br-:15].[C:1]([CH3:2])([CH3:3])([CH3:4])[c:5]1[c:6]([O:11][CH3:12])[cH:7][cH:8][cH:9][cH:10]1.[Cl:34][CH2:35][Cl:36].[OH2:37].[nH+:16]1[cH:17][cH:18][cH:19][cH:20][cH:21]1.[nH+:22]1[cH:23][cH:24][cH:25][cH:26][cH:27]1.[nH+:28]1[cH:29][cH:30][cH:31][cH:32][cH:33]1>>[C:1]([CH3:2])([CH3:3])([CH3:4])[c:5]1[c:6]([O:11][CH3:12])[cH:7][cH:8][c:9]([Br:13])[cH:10]1.